This data is from the Open Reaction Database (ORD), a public repository of structured organic reaction records. The task is: describe an organic reaction: reactants, conditions, products, and yield The reactants are COC1=CC=C(CN2C(NC3(CC4=CC=C(C=C4C3)[N+](=O)[O-])C2=O)=O)C=C1 ((±)-1-(4-Methoxybenzyl)-5′-nitro-spiro[imidazolidine-4,2′-indane]-2,5-dione), [H-].[Na+] (sodium hydride), C(C1=CC=CC=C1)Br (benzyl bromide). Solvent: CN(C)C=O (DMF). Reaction conditions: time 5 minute. Yields the product C(C1=CC=CC=C1)N1C(N(C(C12CC1=CC=C(C=C1C2)[N+](=O)[O-])=O)CC2=CC=C(C=C2)OC)=O ((±)-3-Benzyl-1-(4-methoxybenzyl)-5′-nitro-spiro[imidazolidine-4,2′-indane]-2,5-dione). Reaction SMILES: [CH3:1][O:2][C:3]1[CH:27]=[CH:26][C:6]([CH2:7][N:8]2[C:23](=[O:24])[C:11]3([CH2:19][C:18]4[C:13](=[CH:14][CH:15]=[C:16]([N+:20]([O-:22])=[O:21])[CH:17]=4)[CH2:12]3)[NH:10][C:9]2=[O:25])=[CH:5][CH:4]=1.[H-].[Na+].[CH2:30](Br)[C:31]1[CH:36]=[CH:35][CH:34]=[CH:33][CH:32]=1>CN(C=O)C>[CH2:30]([N:10]1[C:11]2([CH2:19][C:18]3[C:13](=[CH:14][CH:15]=[C:16]([N+:20]([O-:22])=[O:21])[CH:17]=3)[CH2:12]2)[C:23](=[O:24])[N:8]([CH2:7][C:6]2[CH:5]=[CH:4][C:3]([O:2][CH3:1])=[CH:27][CH:26]=2)[C:9]1=[O:25])[C:31]1[CH:36]=[CH:35][CH:34]=[CH:33][CH:32]=1 |f:1.2|. Procedure: To a solution of (±)-1-(4-methoxybenzyl)-5′-nitro-spiro[imidazolidine-4,2′-indane]-2,5-dione from Step A (165 mg, 0.45 mmol) in DMF (1 mL) was added sodium hydride (18 mg of a 60% dispersion in mineral oil, 0.45 mmol). The mixture was stirred for 5 min at ambient temperature and benzyl bromide (230 mg, 1.35 mmol) was added. After 30 min, the mixture was partitioned between saturated aqueous NaHCO3 (3 mL) and CHCl3 (5 mL). The aqueous phase was extracted further with CHCl3 (5 mL) and the combined... Reported procedure: The title compound was prepared by a procedure analogous to Reference Example 30 by substituting 4-(1H-imidazol-1-yl)-benzaldehyde (prepared as described in J. Med Chem. 1998, 41, 2390) for the 4-(1H-pyrazol-1-yl)-benzaldehyde of Reference Example 30. MS 199 (M+H)+. RXN SMILES: [N:1]1([C:6]2[CH:13]=[CH:12][C:9]([CH:10]=O)=[CH:8][CH:7]=2)[CH:5]=[CH:4][N:3]=[CH:2]1.N1(C2C=C[C:22]([CH:23]=[O:24])=CC=2)C=CC=N1>>[N:1]1([C:6]2[CH:13]=[CH:12][C:9](/[CH:10]=[CH:22]/[CH:23]=[O:24])=[CH:8][CH:7]=2)[CH:5]=[CH:4][N:3]=[CH:2]1. Yields the product N1(C=NC=C1)C1=CC=C(C=C1)/C=C/C=O ((2E)-3-[4-(1H-Imidazol-1-yl)phenyl]-2-propenal). Reactants: N1(C=NC=C1)C1=CC=C(C=O)C=C1 (4-(1H-imidazol-1-yl)-benzaldehyde), N1(N=CC=C1)C1=CC=C(C=O)C=C1 (4-(1H-pyrazol-1-yl)-benzaldehyde). Starting materials: FC=1SC2=C(N1)C(CC2)C(=O)OCC (Ethyl 2-fluoro-5,6-dihydro-4H-cyclopenta[d]thiazole-4-carboxylate), Cl (HCl), [OH-].[Li+] (lithium hydroxide). Solvent: C1CCOC1 (THF), CO (methanol). Reaction conditions: time 90 minute. Yields the product FC=1SC2=C(N1)C(CC2)C(=O)O (2-Fluor-5,6-dihydro-4H-cyclopenta[d][1,3]-thiazole-4-carboxylic acid). As a reaction SMILES: [F:1][C:2]1[S:3][C:4]2[CH2:9][CH2:8][CH:7]([C:10]([O:12]CC)=[O:11])[C:5]=2[N:6]=1.[OH-].[Li+].Cl>C1COCC1.CO>[F:1][C:2]1[S:3][C:4]2[CH2:9][CH2:8][CH:7]([C:10]([OH:12])=[O:11])[C:5]=2[N:6]=1 |f:1.2|. Procedure: To a solution of the product from step A (100 mg, 0.456 mmol) in a mixture of THF (1.5 mL) and methanol (0.5 mL) was added a solution of lithium hydroxide (0.558 mL of a 1 M soln, 0.588 mmol) and the resulting mixture stirred at room temperature for 90 mins. 1N HCl (0.558 mL, 0.558 mmol) was added and the mixture evaporated to dryness. The resulting crude product was used immediately without purification. The reactants are C=CCOC(=O)N1CC(O[Si](C)(C)C(C)(C)C)CC1CCOS(C)(=O)=O, CN(C)C=O, CCOC(C)=O, CC(C)(C)[O-], [K+], O, c1c[nH]cn1. Yields the product C=CCOC(=O)N1CC(O[Si](C)(C)C(C)(C)C)CC1CCn1ccnc1. RXN SMILES: [CH2:12]([CH:13]=[CH2:14])[O:15][C:16](=[O:17])[N:18]1[CH:19]([CH2:31][CH2:32][O:33][S:34]([CH3:35])(=[O:36])=[O:37])[CH2:20][CH:21]([O:23][Si:24]([CH3:25])([CH3:26])[C:27]([CH3:28])([CH3:29])[CH3:30])[CH2:22]1.[CH3:39][N:40]([CH3:41])[CH:42]=[O:43].[CH3:44][CH2:45][O:46][C:47](=[O:48])[CH3:49].[CH3:6][C:7]([CH3:8])([O-:9])[CH3:10].[K+:11].[OH2:38].[nH:1]1[cH:2][n:3][cH:4][cH:5]1>>[n:1]1([CH2:32][CH2:31][CH:19]2[N:18]([C:16]([O:15][CH2:12][CH:13]=[CH2:14])=[O:17])[CH2:22][CH:21]([O:23][Si:24]([CH3:25])([CH3:26])[C:27]([CH3:28])([CH3:29])[CH3:30])[CH2:20]2)[cH:2][n:3][cH:4][cH:5]1.